This data is from the Open Reaction Database (ORD), a public repository of structured organic reaction records. The task is: describe an organic reaction: reactants, conditions, products, and yield Starting materials: O=C=NCCCl, NCCCN1CCOCC1, O=CC(O)C(O)C(O)C(O)CO. Reaction SMILES: [Cl:23][CH2:24][CH2:25][N:26]=[C:27]=[O:28].[O:13]1[CH2:14][CH2:15][N:16]([CH2:19][CH2:20][CH2:21][NH2:22])[CH2:17][CH2:18]1.[O:1]=[CH:2][CH:3]([OH:4])[CH:5]([OH:6])[CH:7]([OH:8])[CH:9]([OH:10])[CH2:11][OH:12]>>[CH:2]1([N:22]([CH2:21][CH2:20][CH2:19][N:16]2[CH2:15][CH2:14][O:13][CH2:18][CH2:17]2)[C:27]([NH:26][CH2:25][CH2:24][Cl:23])=[O:28])[CH:3]([OH:4])[CH:5]([OH:6])[CH:7]([OH:8])[CH:9]([CH2:11][OH:12])[O:10]1. Product: O=C(NCCCl)N(CCCN1CCOCC1)C1OC(CO)C(O)C(O)C1O. Reactants: NC(C=1C=CC(=C(CN(CC(=O)OC(C)(C)C)C)C1)F)=NO (tert-butyl N-{5-[amino(hydroxyimino)methyl]-2-fluorobenzyl}-N-methylglycinate), C(C)C1=C(C=CC=C1)C1=C(C=C(C=C1)C(=O)O)COC (2′-Ethyl-2-(methoxymethyl)-1,1′-biphenyl-4-carboxylic acid). The product is C(C)C1=C(C=CC=C1)C1=C(C=C(C=C1)C1=NC(=NO1)C=1C=CC(=C(CN(CC(=O)OC(C)(C)C)C)C1)F)COC (tert-butyl N-(5-{5-[2′-ethyl-2-(methoxymethyl)biphenyl-4-yl]-1,2,4-oxadiazol-3-yl}-2-fluorobenzyl)-N-methylglycinate). As a reaction SMILES: [NH2:1][C:2](=[N:21][OH:22])[C:3]1[CH:4]=[CH:5][C:6]([F:20])=[C:7]([CH:19]=1)[CH2:8][N:9]([CH3:18])[CH2:10][C:11]([O:13][C:14]([CH3:17])([CH3:16])[CH3:15])=[O:12].[CH2:23]([C:25]1[CH:30]=[CH:29][CH:28]=[CH:27][C:26]=1[C:31]1[CH:36]=[CH:35][C:34]([C:37](O)=O)=[CH:33][C:32]=1[CH2:40][O:41][CH3:42])[CH3:24]>>[CH2:23]([C:25]1[CH:30]=[CH:29][CH:28]=[CH:27][C:26]=1[C:31]1[CH:36]=[CH:35][C:34]([C:37]2[O:22][N:21]=[C:2]([C:3]3[CH:4]=[CH:5][C:6]([F:20])=[C:7]([CH:19]=3)[CH2:8][N:9]([CH3:18])[CH2:10][C:11]([O:13][C:14]([CH3:17])([CH3:16])[CH3:15])=[O:12])[N:1]=2)=[CH:33][C:32]=1[CH2:40][O:41][CH3:42])[CH3:24]. Procedure details: The title compound was prepared following procedure described for example 4, step 1, but starting from Intermediate 60 (256.87 mg; 0.83 mmol) and Intermediate 36 (202.74 mg; 0.75 mmol). The reaction mixture was filtered through a SPE NH2 column (2 g) and rinsed with ACN. After evaporation of the solvents, the crude product was purified by flash chromatography (c-hex/(DCM/EtOAc 1:1) gradient from 1:0 to 1:1), affording the title compound as a pale yellow oil. 1H NMR (CDCl3) δ 8.42 (d, J=1.4 Hz, 1...